From a dataset of the Open Reaction Database (ORD), a public repository of structured organic reaction records. describe an organic reaction: reactants, conditions, products, and yield Yield: 73.0%. Yields the product C(C#CC)OC1=CC=C(C=C1)S(=O)C(C(=O)NO)C1=CC=C(C=C1)OCC (2-{[4-(2-Butynyloxy)phenyl]sulfinyl}-N-hydroxy-2-(4-ethoxyphenyl)acetamide). Reactants: C(C#CC)OC1=CC=C(C=C1)SC(C(=O)NO)C1=CC=C(C=C1)OCC (2-{[4-(2-butynyloxy)phenyl]sulfanyl}-N-hydroxy-2-(4-ethoxyphenyl)acetamide), C(C)OC1=CC=C(C=C1)CC(=O)N (4-ethoxyphenyl acetamide). RXN SMILES: [CH2:1]([O:5][C:6]1[CH:11]=[CH:10][C:9]([S:12][CH:13]([C:18]2[CH:23]=[CH:22][C:21]([O:24][CH2:25][CH3:26])=[CH:20][CH:19]=2)[C:14]([NH:16][OH:17])=[O:15])=[CH:8][CH:7]=1)[C:2]#[C:3][CH3:4].C([O:29]C1C=CC(CC(N)=O)=CC=1)C>>[CH2:1]([O:5][C:6]1[CH:7]=[CH:8][C:9]([S:12]([CH:13]([C:18]2[CH:23]=[CH:22][C:21]([O:24][CH2:25][CH3:26])=[CH:20][CH:19]=2)[C:14]([NH:16][OH:17])=[O:15])=[O:29])=[CH:10][CH:11]=1)[C:2]#[C:3][CH3:4]. Reported procedure: Starting from 2-{[4-(2-butynyloxy)phenyl]sulfanyl}-N-hydroxy-2-(4-ethoxyphenyl)acetamide (808 mg, 2.27 mmol) and following the procedure as outlined in Example 7, 640 mg of 2-{[4-(2-Butynyloxy)phenyl]sulfinyl}-N-hydroxy-2-(4-ethoxyphenyl acetamide was isolated as a brown powder. Yield: 73%; MS: 388.2 (M+H)+. Mp: 192-193. Starting materials: C1COCCN1, CCOC(=O)c1c(C)cc(Cl)nc1N(C)CC, CCOC(C)=O, [Na+], [OH-]. The product is CCOC(=O)c1c(C)cc(N2CCOCC2)nc1N(C)CC. As a reaction SMILES: [CH2:18]1[CH2:19][O:20][CH2:21][CH2:22][NH:23]1.[CH2:1]([CH3:2])[O:3][C:4](=[O:5])[c:6]1[c:7]([N:14]([CH3:15])[CH2:16][CH3:17])[n:8][c:9]([Cl:13])[cH:10][c:11]1[CH3:12].[CH3:26][CH2:27][O:28][C:29]([CH3:30])=[O:31].[Na+:25].[OH-:24]>>[CH2:1]([CH3:2])[O:3][C:4](=[O:5])[c:6]1[c:7]([N:14]([CH3:15])[CH2:16][CH3:17])[n:8][c:9]([N:23]2[CH2:18][CH2:19][O:20][CH2:21][CH2:22]2)[cH:10][c:11]1[CH3:12]. Reactants: CC(C)=O, CC(=O)O, O, CC1(C)OC(O)C(=O)c2sc(=S)sc21. Yields the product CC1(C)OC(O)C(=O)c2sc(=O)sc21. As a reaction SMILES: [CH3:16][C:17](=[O:18])[CH3:19].[CH3:20][C:21](=[O:22])[OH:23].[OH2:15].[OH:1][CH:2]1[C:3](=[O:14])[c:4]2[c:5]([s:10][c:11](=[S:13])[s:12]2)[C:6]([CH3:8])([CH3:9])[O:7]1>>[OH:1][CH:2]1[C:3](=[O:14])[c:4]2[c:5]([s:10][c:11](=[O:15])[s:12]2)[C:6]([CH3:8])([CH3:9])[O:7]1. Starting materials: C(C)(=O)OCC=CCN(CC1=CC=CC=C1)CC1=CC=CC=C1 (1-acetoxy-4-dibenzylamino-2-butene), C1(=CC=CC=C1)C1NC(CCC1)C1=CC=CC=C1 (2,6-diphenylpiperidine). Reagents/catalysts: C=1C=CC(=CC1)[P](C=2C=CC=CC2)(C=3C=CC=CC3)[Pd]([P](C=4C=CC=CC4)(C=5C=CC=CC5)C=6C=CC=CC6)([P](C=7C=CC=CC7)(C=8C=CC=CC8)C=9C=CC=CC9)[P](C=1C=CC=CC1)(C=1C=CC=CC1)C=1C=CC=CC1 (tetrakis(triphenylphosphine)palladium). Run in C1CCOC1 (THF). Reaction conditions: time 8 hour. The product is C1(=CC=CC=C1)C1N(C(CCC1)C1=CC=CC=C1)CC=CCN(CC1=CC=CC=C1)CC1=CC=CC=C1 (1-(2,6-Diphenylpiperidin-1-yl)-4-dibenzylamino-2-butene). As a reaction SMILES: C(O[CH2:5][CH:6]=[CH:7][CH2:8][N:9]([CH2:17][C:18]1[CH:23]=[CH:22][CH:21]=[CH:20][CH:19]=1)[CH2:10][C:11]1[CH:16]=[CH:15][CH:14]=[CH:13][CH:12]=1)(=O)C.[C:24]1([CH:30]2[CH2:35][CH2:34][CH2:33][CH:32]([C:36]3[CH:41]=[CH:40][CH:39]=[CH:38][CH:37]=3)[NH:31]2)[CH:29]=[CH:28][CH:27]=[CH:26][CH:25]=1>C1COCC1.C1C=CC([P]([Pd]([P](C2C=CC=CC=2)(C2C=CC=CC=2)C2C=CC=CC=2)([P](C2C=CC=CC=2)(C2C=CC=CC=2)C2C=CC=CC=2)[P](C2C=CC=CC=2)(C2C=CC=CC=2)C2C=CC=CC=2)(C2C=CC=CC=2)C2C=CC=CC=2)=CC=1>[C:36]1([CH:32]2[CH2:33][CH2:34][CH2:35][CH:30]([C:24]3[CH:25]=[CH:26][CH:27]=[CH:28][CH:29]=3)[N:31]2[CH2:5][CH:6]=[CH:7][CH2:8][N:9]([CH2:10][C:11]2[CH:16]=[CH:15][CH:14]=[CH:13][CH:12]=2)[CH2:17][C:18]2[CH:19]=[CH:20][CH:21]=[CH:22][CH:23]=2)[CH:41]=[CH:40][CH:39]=[CH:38][CH:37]=1 |^1:50,52,71,90|. Procedure: A solution of 1-acetoxy-4-dibenzylamino-2-butene (3.0 g, 9.8 mmol) and 2,6-diphenylpiperidine (2.3 g, 9.8 mmol) in THF (25 ml) is treated with tetrakis(triphenylphosphine)palladium (0) (0.5 g, 0.45 mmol) and stirred at room temperature overnight. The reaction mixture is concentrated in vacuo. The residue is redissolved in THF (100 ml) and treated with 20% aqueous sodium hydroxide (25 ml). The mixture is stirred for one hour, concentrated, and extracted with diethyl ether. The ether extracts are ... Starting materials: CCO, Cl, CC(C)NCC(O)COc1cccc2c1CCC(O)C2. The product is Cl, CC(C)N1COC(COc2cccc3c2CCC(O)C3)C1. Reaction SMILES: [CH3:22][CH2:23][OH:24].[ClH:21].[OH:1][CH:2]([CH2:3][O:4][c:5]1[c:6]2[c:11]([cH:12][cH:13][cH:14]1)[CH2:10][CH:9]([OH:15])[CH2:8][CH2:7]2)[CH2:16][NH:17][CH:18]([CH3:19])[CH3:20]>>[ClH:21].[O:1]1[CH:2]([CH2:3][O:4][c:5]2[c:6]3[c:11]([cH:12][cH:13][cH:14]2)[CH2:10][CH:9]([OH:15])[CH2:8][CH2:7]3)[CH2:16][N:17]([CH:18]([CH3:19])[CH3:20])[CH2:22]1. The reactants are C(C)(C)(C)OC(=O)N1C(CC(CC1)O)C1=C(C=CC=C1)OC (N-(tert-butoxycarbonyl)-2-(2-methoxyphenyl)-4-hydroxypiperidine), CI (methyl iodide), [H-].[Na+] (NaH). Run in CN(C)C=O (DMF). Reaction conditions: time 2 hour. Yields the product C(C)(C)(C)OC(=O)N1C(CC(CC1)OC)C1=C(C=CC=C1)OC (N-(tert-Butoxycarbonyl)-2-(2-Methoxyphenyl)-4-methoxypiperidine). Isolated yield 95.0%. As a reaction SMILES: [C:1]([O:5][C:6]([N:8]1[CH2:13][CH2:12][CH:11]([OH:14])[CH2:10][CH:9]1[C:15]1[CH:20]=[CH:19][CH:18]=[CH:17][C:16]=1[O:21][CH3:22])=[O:7])([CH3:4])([CH3:3])[CH3:2].[CH3:23]I.[H-].[Na+]>CN(C=O)C>[C:1]([O:5][C:6]([N:8]1[CH2:13][CH2:12][CH:11]([O:14][CH3:23])[CH2:10][CH:9]1[C:15]1[CH:20]=[CH:19][CH:18]=[CH:17][C:16]=1[O:21][CH3:22])=[O:7])([CH3:4])([CH3:3])[CH3:2] |f:2.3|. Procedure: To a solution of N-(tert-butoxycarbonyl)-2-(2-methoxyphenyl)-4-hydroxypiperidine (910 mg, 2.94 mmol) in DMF (10 mL) at 0° C. was added methyl iodide (0.92 mL, 14.8 mmol) and NaH (236 mg, 5.9 mmol) and the resulting suspension was stirred at room temperature for 2 hours. The reaction mixutre was quenched with H2O at 0° C., EtOAc was added, and the aqueous layer was extracted with EtOAc (×4). The combined organic layers were washed with brine, dried over anhydrous Na2SO4, and concentrated in vacuo...